This data is from the Open Reaction Database (ORD), a public repository of structured organic reaction records. The task is: describe an organic reaction: reactants, conditions, products, and yield Reactants: C(C)OC(=O)[C@H]1[C@@H]2CC([C@]([C@H]12)(C(=O)OCC1=CC=CC=C1)NC(C)=O)=O ((1S,2R,5R,6S)-2-Acetylamino-3-oxo-bicyclo[3.1.0]hexane-2,6-dicarboxylic acid 2-benzyl ester 6-ethyl ester), [Li+].[BH4-] (LiBH4). The solvent is CCO (EtOH), C1CCOC1 (THF). Reaction conditions: temperature -50 celsius, time 45 minute. Yields the product C(C)OC(=O)[C@H]1[C@@H]2C[C@H]([C@]([C@H]12)(C(=O)OCC1=CC=CC=C1)NC(C)=O)O ((1S,2R,3R,5R,6S)-2-acetylamino-3-hydroxy-bicyclo[3.1.0]hexane-2,6-dicarboxylic acid 2-benzyl ester 6-ethyl ester), C(C)OC(=O)[C@H]1[C@@H]2C[C@@H]([C@]([C@H]12)(C(=O)OCC1=CC=CC=C1)NC(C)=O)O ((1S,2R,3S,5R,6S)-2-acetylamino-3-hydroxy-bicyclo[3.1.0]hexane-2,6-dicarboxylic acid 2-benzyl ester 6-ethyl ester). RXN SMILES: [CH2:1]([O:3][C:4]([C@@H:6]1[C@@H:11]2[C@H:7]1[CH2:8][C:9](=[O:26])[C@@:10]2([NH:22][C:23](=[O:25])[CH3:24])[C:12]([O:14][CH2:15][C:16]1[CH:21]=[CH:20][CH:19]=[CH:18][CH:17]=1)=[O:13])=[O:5])[CH3:2].[Li+].[BH4-]>CCO.C1COCC1>[CH2:1]([O:3][C:4]([C@@H:6]1[C@@H:11]2[C@H:7]1[CH2:8][C@@H:9]([OH:26])[C@@:10]2([NH:22][C:23](=[O:25])[CH3:24])[C:12]([O:14][CH2:15][C:16]1[CH:21]=[CH:20][CH:19]=[CH:18][CH:17]=1)=[O:13])=[O:5])[CH3:2].[CH2:1]([O:3][C:4]([C@@H:6]1[C@@H:11]2[C@H:7]1[CH2:8][C@H:9]([OH:26])[C@@:10]2([NH:22][C:23](=[O:25])[CH3:24])[C:12]([O:14][CH2:15][C:16]1[CH:21]=[CH:20][CH:19]=[CH:18][CH:17]=1)=[O:13])=[O:5])[CH3:2] |f:1.2|. Reported procedure: To a solution of (1S,2R,5R,6S)-2-acetylamino-3-oxo-bicyclo [3.1.0] hexane-2,6-dicarboxylic 2-benzyl ester 6-ethyl ester (XVI) (77 mg, 0.214 mmol) in EtOH (2 mL) and THF (1 mL) was added LiBH4 (5 mg, 0.23 mmol) at -50° C. and the mixture was stirred at -50° C. for 45 min. The reaction was quenched by addition of 1 N HCl (ca. 0.5 mL), warming up to 23° C. and stirring for 10 min. After dilution with ethyl acetate and extraction with sat. NaHCO3 -sol., brine and drying over MgSO4 the crude product ... The yield is 9.9%. The product is C[Si](C=1C=NC=NC1)(C)C (5-(Trimethylsilyl)pyrimidine). Reaction conditions: temperature 80 celsius, time 18 hour. Reaction SMILES: Cl[Si:2]([CH3:5])([CH3:4])[CH3:3].Br[C:7]1[CH:8]=[N:9][CH:10]=[N:11][CH:12]=1>CN(C)P(N(C)C)(N(C)C)=O>[CH3:3][Si:2]([CH3:5])([CH3:4])[C:7]1[CH:8]=[N:9][CH:10]=[N:11][CH:12]=1. The reactants are Mg, Cl[Si](C)(C)C (chlorotrimethylsilane), BrC=1C=NC=NC1 (5-bromopyrimidine), 4. Run in CN(P(=O)(N(C)C)N(C)C)C (HMPA), CN(P(=O)(N(C)C)N(C)C)C (HMPA). Procedure details: In a 500 ml 4 neck round bottom flask stirring under N2 was charged 1.2 g of Mg (0.050 moles, 1.0 eq) and 5.43 g of chlorotrimethylsilane (0.050 moles, 1.0 eq.) in 50 ml of HMPA (hexamethylphosphoramide) which was heated at 80° C. for 4 hours. To the reaction was added dropwise, 6.4 g of 5-bromopyrimidine (0.040 moles, 0.8 eq.) in 50 ml of HMPA while maintaining the temperature at 80° C. The reaction mixture was stirred for 18 hours at 75° C. after which GLC indicated complete consumption of the... The reactants are CO, NN, COC(=O)Cc1ccccc1Oc1ccccc1, O, O. Product: NNC(=O)Cc1ccccc1Oc1ccccc1. RXN SMILES: [CH3:22][OH:23].[NH2:20][NH2:21].[O:1]([c:2]1[cH:3][cH:4][cH:5][cH:6][cH:7]1)[c:8]1[c:9]([CH2:14][C:15]([O:17][CH3:16])=[O:18])[cH:10][cH:11][cH:12][cH:13]1.[OH2:19].[OH2:24]>>[O:1]([c:2]1[cH:3][cH:4][cH:5][cH:6][cH:7]1)[c:8]1[c:9]([CH2:14][C:15](=[O:17])[NH:20][NH2:21])[cH:10][cH:11][cH:12][cH:13]1. Reactants: C(C1=CC=CC=C1)N1C(N(C(=C(C1=O)N)N)C1=CC=CC=C1)=O (3-benzyl-5,6-diamino-1-phenyluracil), N(=O)[O-].[Na+] (sodium nitrite), NC1=CC(N(C(N1C1=CC=CC=C1)=O)CC1=CC=CC=C1)=O (6-amino-3-benzyl-1-phenyluracil), C1(=CC=CC=C1)N=C=O (phenyl isocyanate), C(C1=CC=CC=C1)N (benzylamine), [H][H] (hydrogen), NC(=O)N (urea), C(#N)CC(=O)O (cyanoacetic acid). The product is C(C1=CC=CC=C1)NC(=O)NC1=CC=CC=C1 (N-Benzyl-N'-phenylurea). As a reaction SMILES: C1(N=C=O)C=CC=CC=1.C(N)C1C=CC=CC=1.NC(N)=O.C(CC(O)=O)#N.N([O-])=O.[Na+].NC1[N:38]([C:39]2[CH:44]=[CH:43][CH:42]=[CH:41][CH:40]=2)[C:37](=[O:45])[N:36]([CH2:46][C:47]2[CH:52]=[CH:51][CH:50]=[CH:49][CH:48]=2)C(=O)C=1.[H][H].C(N1C(=O)C(N)=C(N)N(C2C=CC=CC=2)C1=O)C1C=CC=CC=1>>[CH2:46]([NH:36][C:37]([NH:38][C:39]1[CH:44]=[CH:43][CH:42]=[CH:41][CH:40]=1)=[O:45])[C:47]1[CH:48]=[CH:49][CH:50]=[CH:51][CH:52]=1 |f:4.5|. Reported procedure: N-Benzyl-N'-phenylurea was prepared preliminarily from phenyl isocyanate and benzylamine by the same procedure as in Reference Example 1. The urea compound as the starting material was reacted with cyanoacetic acid to form a uracil ring. Using sodium nitrite a nitroso group was introduced into the 5-position of the uracil ring in the obtained 6-amino-3-benzyl-1-phenyluracil and then reduced with hydrogen gas to prepare 3-benzyl-5,6-diamino-1-phenyluracil.